This data is from the Open Reaction Database (ORD), a public repository of structured organic reaction records. The task is: describe an organic reaction: reactants, conditions, products, and yield The solvent is ClCCl (dichloromethane). Reaction conditions: time 7 day. Reported procedure: To a solution of (5-methyl-3-phenyl-4-isoxazolyl)methanol (8.0 g, 42 mmol) in dichloromethane (1 L) was added manganese(IV) oxide (81.7 g, 0.85 mol) and the resulting mixture stirred vigorously for 7 days. The mixture was then filtered and the filtrate evaporated to afford the title compound (7.1 g, 89%) as a light yellow solid. MS: m/e=188.2 [M+H]+. Yield: 90.3%. Reaction SMILES: [CH3:1][C:2]1[O:6][N:5]=[C:4]([C:7]2[CH:12]=[CH:11][CH:10]=[CH:9][CH:8]=2)[C:3]=1[CH2:13][OH:14]>ClCCl.[O-2].[Mn+4].[O-2]>[CH3:1][C:2]1[O:6][N:5]=[C:4]([C:7]2[CH:12]=[CH:11][CH:10]=[CH:9][CH:8]=2)[C:3]=1[CH:13]=[O:14] |f:2.3.4|. Product: CC1=C(C(=NO1)C1=CC=CC=C1)C=O (5-Methyl-3-phenyl-isoxazole-4-carbaldehyde). Starting materials: CC1=C(C(=NO1)C1=CC=CC=C1)CO ((5-methyl-3-phenyl-4-isoxazolyl)methanol). The reagents and catalysts are [O-2].[Mn+4].[O-2] (manganese(IV) oxide). Starting materials: N(CCO)CCO (diethanolamine), C(CCC)N=C=O (n-butylisocyanate). The solvent is CO (methanol), O1CCCC1 (tetrahydrofuran). Reaction conditions: time 1 hour. The product is C(CCC)NC(N(CCO)CCO)=O (N′-butyl-N,N-bis(2-hydroxyethyl)urea). RXN SMILES: [NH:1]([CH2:5][CH2:6][OH:7])[CH2:2][CH2:3][OH:4].[CH2:8]([N:12]=[C:13]=[O:14])[CH2:9][CH2:10][CH3:11]>CO.O1CCCC1>[CH2:8]([NH:12][C:13](=[O:14])[N:1]([CH2:5][CH2:6][OH:7])[CH2:2][CH2:3][OH:4])[CH2:9][CH2:10][CH3:11]. Procedure details: To a solution of 106 g of diethanolamine in 700 mL of methanol was added a solution of 99 g of n-butylisocyanate in 40 mL of tetrahydrofuran over 1 hour, holding the temperature below 30° C. After the addition, the mixture was stirred for 1 hour and then the solvent was removed by vacuum distillation to give a white solid, N′-butyl-N,N-bis(2-hydroxyethyl)urea. Reactants: [Cl-].O[NH3+] (hydroxylammonium chloride), C(O)([O-])=O.[Na+] (sodium hydrogen carbonate), CS(=O)C (dimethyl sulfoxide), OC(CO[C@@H]1CC[C@H](CC1)N1C=2N(C(=C(C1=O)CC1=CC=C(C=C1)C=1C(=CC=CC1)C#N)CCC)N=C(N2)C(F)(F)F)(C)C (4′-({4-[trans-4-(2-hydroxy-2-methylpropoxy)cyclohexyl]-5-oxo-7-propyl-2-(trifluoromethyl)-4,5-dihydro[1,2,4]triazolo[1,5-a]pyrimidin-6-yl}methyl)biphenyl-2-carbonitrile). Run in C(C)(=O)OCC (ethyl acetate). Conditions: temperature 60 celsius, time 30 minute. The product is OC(CO[C@@H]1CC[C@H](CC1)N1C=2N(C(=C(C1=O)CC1=CC=C(C=C1)C1=C(C=CC=C1)C1=NOC(N1)=O)CCC)N=C(N2)C(F)(F)F)(C)C (4-[trans-4-(2-hydroxy-2-methylpropoxy)cyclohexyl]-6-{[2′-(5-oxo-4,5-dihydro-1,2,4-oxadiazol-3-yl)biphenyl-4-yl]methyl}-7-propyl-2-(trifluoromethyl)[1,2,4]triazolo[1,5-a]pyrimidin-5(4H)-one), compound. Yield: 68.0%. Reaction SMILES: [Cl-].O[NH3+:3].[C:4](=[O:7])([O-])[OH:5].[Na+].CS(C)=O.[OH:13][C:14]([CH3:56])([CH3:55])[CH2:15][O:16][C@H:17]1[CH2:22][CH2:21][C@H:20]([N:23]2[C:28](=[O:29])[C:27]([CH2:30][C:31]3[CH:36]=[CH:35][C:34]([C:37]4[C:38]([C:43]#[N:44])=[CH:39][CH:40]=[CH:41][CH:42]=4)=[CH:33][CH:32]=3)=[C:26]([CH2:45][CH2:46][CH3:47])[N:25]3[N:48]=[C:49]([C:51]([F:54])([F:53])[F:52])[N:50]=[C:24]23)[CH2:19][CH2:18]1>C(OCC)(=O)C>[OH:13][C:14]([CH3:55])([CH3:56])[CH2:15][O:16][C@H:17]1[CH2:22][CH2:21][C@H:20]([N:23]2[C:28](=[O:29])[C:27]([CH2:30][C:31]3[CH:32]=[CH:33][C:34]([C:37]4[CH:42]=[CH:41][CH:40]=[CH:39][C:38]=4[C:43]4[NH:3][C:4](=[O:7])[O:5][N:44]=4)=[CH:35][CH:36]=3)=[C:26]([CH2:45][CH2:46][CH3:47])[N:25]3[N:48]=[C:49]([C:51]([F:53])([F:52])[F:54])[N:50]=[C:24]23)[CH2:19][CH2:18]1 |f:0.1,2.3|. Procedure: A mixture of hydroxylammonium chloride (344 mg), sodium hydrogen carbonate (554 mg) and dimethyl sulfoxide (2 mL) was stirred at 60° C. for 30 min, 4′-({4-[trans-4-(2-hydroxy-2-methylpropoxy)cyclohexyl]-5-oxo-7-propyl-2-(trifluoromethyl)-4,5-dihydro[1,2,4]triazolo[1,5-a]pyrimidin-6-yl}methyl)biphenyl-2-carbonitrile (200 mg) was added, and the mixture was stirred at 90° C. for 20 hr. The reaction mixture was diluted with ethyl acetate, washed with water and then with saturated brine, and dried ov... Reactants: COc1cccc2c1CCCC(=O)N2C, CC#N, O=C(OC(=O)C(F)(F)F)C(F)(F)F, [K+], O=[N+]([O-])[O-]. Yields the product COc1c([N+](=O)[O-])ccc2c1CCCC(=O)N2C. Reaction SMILES: [CH3:1][O:2][c:3]1[cH:4][cH:5][cH:6][c:7]2[c:13]1[CH2:12][CH2:11][CH2:10][C:9](=[O:14])[N:8]2[CH3:15].[CH3:34][C:35]#[N:36].[F:16][C:17]([F:18])([F:19])[C:20]([O:21][C:22](=[O:23])[C:24]([F:25])([F:26])[F:27])=[O:28].[K+:33].[N+:29](=[O:30])([O-:31])[O-:32]>>[CH3:1][O:2][c:3]1[c:4]([N+:29](=[O:30])[O-:31])[cH:5][cH:6][c:7]2[c:13]1[CH2:12][CH2:11][CH2:10][C:9](=[O:14])[N:8]2[CH3:15]. Reported procedure: Prepared according to the procedure described for Example 1 using oxalyl chloride (3.0 mL, 34.39 mmol), 4-methoxy-3-nitrobenzoic acid (5.00 g, 25.36 mmol), DMF (1.0 mL, 12.92 mmol), and 3,4-difluoroaniline (5.0 mL, 50.42 mmol) to afford the product (6.17 g), m.p. 171-172° C. The product is NC=1C=C(C(=O)NC2=CC(=C(C=C2)F)F)C=CC1OC (3-Amino-4-methoxy-N-(3,4-difluorophenyl)-benzamide). Isolated yield 87.4%. The reactants are C(C(=O)Cl)(=O)Cl (oxalyl chloride), FC=1C=C(N)C=CC1F (3,4-difluoroaniline), COC1=C(C=C(C(=O)O)C=C1)[N+](=O)[O-] (4-methoxy-3-nitrobenzoic acid), CN(C)C=O (DMF). As a reaction SMILES: C(Cl)(=O)C(Cl)=O.[CH3:7][O:8][C:9]1[CH:17]=[CH:16][C:12]([C:13]([OH:15])=O)=[CH:11][C:10]=1[N+:18]([O-])=O.CN(C=O)C.[F:26][C:27]1[CH:28]=[C:29]([CH:31]=[CH:32][C:33]=1[F:34])[NH2:30]>>[NH2:18][C:10]1[CH:11]=[C:12]([CH:16]=[CH:17][C:9]=1[O:8][CH3:7])[C:13]([NH:30][C:29]1[CH:31]=[CH:32][C:33]([F:34])=[C:27]([F:26])[CH:28]=1)=[O:15]. Yield: 100.8%. Reaction SMILES: [CH3:1][Li].[CH3:3][C:4]1[CH:11]=[CH:10][C:9]([N+:12]([O-:14])=[O:13])=[CH:8][C:5]=1[CH:6]=[O:7]>C(OCC)C.[Ti](Cl)(Cl)(Cl)Cl>[CH3:3][C:4]1[CH:11]=[CH:10][C:9]([N+:12]([O-:14])=[O:13])=[CH:8][C:5]=1[CH:6]([OH:7])[CH3:1]. The reagents and catalysts are [Ti](Cl)(Cl)(Cl)Cl (titanium tetrachloride). Solvent: CCOCC (Et2O), C(C)OCC (diethyl ether). Procedure details: Following the General Procedure of Description 8, MeTiCl3 was freshly prepared prior to use from commercial titanium tetrachloride (TiCl4) (10.0 mL, 17.3 g, 91.0 mmol) and methyl lithium (MeLi) (1.6 M in Et2O, 57.0 mL, 91.0 mmol) in anhydrous diethyl ether (Et2O) (400 mL). A solution of 2-methyl-4-nitro-benzaldehyde (5j) (12.4 g, 75.01 mmol) in anhydrous Et2O (200 mL) was added. Aqueous work-up afforded 13.7 g (99% yield) of the target compound (5k) as a yellow solid. The material was of suffici... The product is CC1=C(C=C(C=C1)[N+](=O)[O-])C(C)O (1-(2-Methyl-5-nitro-phenyl)ethanol). Reactants: C[Li] (methyl lithium), CC1=C(C=O)C=C(C=C1)[N+](=O)[O-] (2-Methyl-5-nitro-benzaldehyde).